This data is from the Open Reaction Database (ORD), a public repository of structured organic reaction records. The task is: describe an organic reaction: reactants, conditions, products, and yield Reactants: COC(=O)c1ccc(CBr)c(F)c1, CCOC(=O)CC(C)=O, C1CCOC1, [H-], [Na+]. The product is CCOC(=O)C(Cc1ccc(C(=O)OC)cc1F)C(C)=O. As a reaction SMILES: [Br:12][CH2:13][c:14]1[c:15]([F:24])[cH:16][c:17]([C:18](=[O:19])[O:20][CH3:21])[cH:22][cH:23]1.[C:3]([CH2:4][C:5](=[O:6])[CH3:7])(=[O:8])[O:9][CH2:10][CH3:11].[CH2:25]1[O:26][CH2:27][CH2:28][CH2:29]1.[H-:1].[Na+:2]>>[C:3]([CH:4]([C:5](=[O:6])[CH3:7])[CH2:13][c:14]1[c:15]([F:24])[cH:16][c:17]([C:18](=[O:19])[O:20][CH3:21])[cH:22][cH:23]1)(=[O:8])[O:9][CH2:10][CH3:11]. Run in C(Cl)Cl (CH2Cl2). Run at time 2 hour. The product is Cl.ClCC=1C(=NC2=CC=C(C=C2C1)OC)NCC(F)(F)F (3-(Chloromethyl)-6-methoxy-N-(2,2,2-trifluoroethyl)quinolin-2-amine hydrochloride). Procedure: To a stirred solution of (6-methoxy-2-(2,2,2-trifluoroethylamino)quinolin-3-yl)methanol SLA 41068 (1.45 g, 5.07 mmol) in dry CH2Cl2 (20 mL) in a 100 mL round-bottomed flask equipped with a magnetic stirrer was added dropwise SOCl2 (7.35 mL, 101.3 mmol). The mixture was stirred for 2 h at RT then concentrated to dryness at 40° C. under vacuum. The residue was then taken up in CH2Cl2 (20 mL) before concentration back to dryness at 40° C. under vacuum (done 3 times) to give 3-(chloromethyl)-6-metho... As a reaction SMILES: [CH3:1][O:2][C:3]1[CH:4]=[C:5]2[C:10](=[CH:11][CH:12]=1)[N:9]=[C:8]([NH:13][CH2:14][C:15]([F:18])([F:17])[F:16])[C:7]([CH2:19]O)=[CH:6]2.O=S(Cl)[Cl:23]>C(Cl)Cl>[ClH:23].[Cl:23][CH2:19][C:7]1[C:8]([NH:13][CH2:14][C:15]([F:18])([F:17])[F:16])=[N:9][C:10]2[C:5]([CH:6]=1)=[CH:4][C:3]([O:2][CH3:1])=[CH:12][CH:11]=2 |f:3.4|. The reactants are COC=1C=C2C=C(C(=NC2=CC1)NCC(F)(F)F)CO ((6-methoxy-2-(2,2,2-trifluoroethylamino)quinolin-3-yl)methanol), COC=1C=C2C=C(C(=NC2=CC1)NCC(F)(F)F)CO ((6-Methoxy-2-(2,2,2-trifluoroethylamino)quinolin-3-yl)methanol), O=S(Cl)Cl (SOCl2). Yield: 100.0%. Reactants: CC(C)COC(=O)NCC(=O)O, C1CCOC1, CCO, CC(C)COC(=O)Cl, Nc1n[nH]c2ncnc(Nc3cccc(Cl)c3)c12. Product: CC(C)COC(=O)NCC(=O)Nc1n[nH]c2ncnc(Nc3cccc(Cl)c3)c12. Reaction SMILES: [CH2:1]([CH:2]([CH3:3])[CH3:4])[O:5][C:6](=[O:7])[NH:8][CH2:9][C:10](=[O:11])[OH:12].[CH2:39]1[O:40][CH2:41][CH2:42][CH2:43]1.[CH3:44][CH2:45][OH:46].[Cl:13][C:14]([O:15][CH2:16][CH:17]([CH3:18])[CH3:19])=[O:20].[NH2:21][c:22]1[n:23][nH:24][c:25]2[n:26][cH:27][n:28][c:29]([NH:31][c:32]3[cH:33][c:34]([Cl:38])[cH:35][cH:36][cH:37]3)[c:30]12>>[CH2:1]([CH:2]([CH3:3])[CH3:4])[O:5][C:6](=[O:7])[NH:8][CH2:9][C:10](=[O:12])[NH:21][c:22]1[n:23][nH:24][c:25]2[n:26][cH:27][n:28][c:29]([NH:31][c:32]3[cH:33][c:34]([Cl:38])[cH:35][cH:36][cH:37]3)[c:30]12. Reactants: N1(C=NC=C1)C(CCC)C1=CC=C(CO)C=C1 (4-[1-(1-imidazolyl)-butyl]-benzyl alcohol). The reagents and catalysts are [O-2].[O-2].[Mn+4] (manganese dioxide). Run in C(Cl)Cl (methylene chloride). Yields the product N1(C=NC=C1)C(CCC)C1=CC=C(C=O)C=C1 (4-[1-(1-imidazolyl)-butyl]-benzaldehyde). The yield is 80.7%. As a reaction SMILES: [N:1]1([CH:6]([C:10]2[CH:17]=[CH:16][C:13]([CH2:14][OH:15])=[CH:12][CH:11]=2)[CH2:7][CH2:8][CH3:9])[CH:5]=[CH:4][N:3]=[CH:2]1>C(Cl)Cl.[O-2].[O-2].[Mn+4]>[N:1]1([CH:6]([C:10]2[CH:11]=[CH:12][C:13]([CH:14]=[O:15])=[CH:16][CH:17]=2)[CH2:7][CH2:8][CH3:9])[CH:5]=[CH:4][N:3]=[CH:2]1 |f:2.3.4|. Reported procedure: 0.1 g of the substituted benzyl alcohol of example 5 is dissolved in 10 ml of methylene chloride, mixed with 0.15 g of manganese dioxide and refluxed for 6 hours. After cooling, the reaction mixture is filtered on silica gel and concentrated by evaporation in a vacuum. The residue is distilled on a bulb tube, boiling point 200° C./0.03 mbar. 0.08 g of 4-[1-(1-imidazolyl)-butyl]-benzaldehyde is obtained. The product is CC=1C(=CC2=C(OCO2)C1)C(C)O (1-(6-Methyl-1,3-benzodioxol-5-yl)ethanol). Run in C(C)OCC (diethyl ether), O1CCCC1 (tetrahydrofuran). Reaction conditions: temperature -40 celsius, time 1 hour. The reactants are solution, C[Li] (methyllithium), O (Water), solid, CC1=CC2=C(C=C1C=O)OCO2 ((6-methyl-1,3-benzodioxol-5-yl) carboxaldehyde). As a reaction SMILES: [CH3:1][Li].[CH3:3][C:4]1[C:9]([CH:10]=[O:11])=[CH:8][C:7]2[O:12][CH2:13][O:14][C:6]=2[CH:5]=1.O>C(OCC)C.O1CCCC1>[CH3:3][C:4]1[C:9]([CH:10]([OH:11])[CH3:1])=[CH:8][C:7]2[O:12][CH2:13][O:14][C:6]=2[CH:5]=1. Reported procedure: 32 ml of a 1.4M solution of methyllithium in diethyl ether was dissolved in 50 ml of anhydrous tetrahydrofuran and the solution was cooled at -40° C. in a nitrogen atmosphere. 5.0 g of solid (6-methyl-1,3-benzodioxol-5-yl) carboxaldehyde was added to the solution and the temperature was elevated to room temperature gradually over 1 h. Water was added to the reaction mixture. After extraction with ether, the organic layer was washed with an aqueous common salt solution. After drying over magnesiu...